Dataset: the Open Reaction Database (ORD), a public repository of structured organic reaction records. Task: describe an organic reaction: reactants, conditions, products, and yield Starting materials: O1C(=CC2=C1C=CC=C2)C2=NN=NN2CC(=O)O ([5-(2-benzofuryl) tetrazol-1-yl]acetic acid), S(O)(O)(=O)=O (sulfuric acid), C(CO)O (ethylene glycol), ice water. Reaction conditions: temperature 90 celsius, time 2.5 hour. The product is OCCOC(CN1N=NN=C1C=1OC2=C(C1)C=CC=C2)=O ([5-(2-benzofuryl)tetrazol-1-yl]acetic acid 2-hydroxyethyl ester). Yield: 75.4%. RXN SMILES: [O:1]1[C:5]2[CH:6]=[CH:7][CH:8]=[CH:9][C:4]=2[CH:3]=[C:2]1[C:10]1[N:14]([CH2:15][C:16]([OH:18])=[O:17])[N:13]=[N:12][N:11]=1.S(=O)(=O)(O)O.[CH2:24](O)[CH2:25][OH:26]>>[OH:26][CH2:25][CH2:24][O:17][C:16](=[O:18])[CH2:15][N:14]1[C:10]([C:2]2[O:1][C:5]3[CH:6]=[CH:7][CH:8]=[CH:9][C:4]=3[CH:3]=2)=[N:11][N:12]=[N:13]1. Reported procedure: To a solution of 2.4 g (9.8 mM) of [5-(2-benzofuryl) tetrazol-1-yl]acetic acid in 12 ml of ethylene glycol was added 1 ml of sulfuric acid. After the addition, the mixture was stirred at 90° C. for 2.5 hrs. The mixture was then poured into ice-water and the precipitated crystal was filtered off, washed with water and then dissolved in ethyl acetate. The organic solution was dried over anhydrous magnesium sulfate and then concentrated under reduced pressure. The resultant residue was recrystalliz... As a reaction SMILES: [CH3:1][C:2]1[CH:7]=[CH:6][C:5]([C:8]2[O:12][N:11]=[CH:10][C:9]=2[C:13]([OH:15])=O)=[CH:4][CH:3]=1.C(O)(=O)C(O)=O.[CH3:22][O:23][C:24]1[CH:29]=[CH:28][C:27]([CH:30]2[CH2:34][CH2:33][NH:32][CH2:31]2)=[CH:26][CH:25]=1>>[CH3:22][O:23][C:24]1[CH:25]=[CH:26][C:27]([CH:30]2[CH2:34][CH2:33][N:32]([C:13]([C:9]3[CH:10]=[N:11][O:12][C:8]=3[C:5]3[CH:4]=[CH:3][C:2]([CH3:1])=[CH:7][CH:6]=3)=[O:15])[CH2:31]2)=[CH:28][CH:29]=1 |f:1.2|. Reactants: CC1=CC=C(C=C1)C1=C(C=NO1)C(=O)O (5-(4-methylphenyl)isoxazole-4-carboxylic acid), C(C(=O)O)(=O)O.COC1=CC=C(C=C1)C1CNCC1 (3-(4-methoxyphenyl)pyrrolidine oxalat). The product is COC1=CC=C(C=C1)C1CN(CC1)C(=O)C=1C=NOC1C1=CC=C(C=C1)C (4-{[3-(4-Methoxyphenyl)pyrrolidin-1-yl]carbonyl}-5-(4-methylphenyl)isoxazole), solid. Procedure details: The title compound was prepared from 5-(4-methylphenyl)isoxazole-4-carboxylic acid (10.2 mg, 0.050 mmol) and 3-(4-methoxyphenyl)pyrrolidine oxalat (16.0 mg, 0.060 mmol) as described in synthetic method B and thereafter purified by preparative HPLC method B to give a solid (4.3 mg). Calcd for C22H22N2O3: 362.1630, found 362.1636. Yields the product C(C)(C)(C)OC(=O)N1CC(C(CC1)=O)(CC(=O)OC)CC1=CC=CC=C1 (3-Benzyl-3-methoxycarbonylmethyl-4-oxo-piperidine-1-carboxylic acid tert-butyl ester). The reactants are BrCC(=O)OC (Methyl bromoacetate), C(C)(C)(C)OC(=O)N1CC(C(CC1)=O)CC1=CC=CC=C1 (3-Benzyl-4-oxo-piperidine-1-carboxylic acid tert-butyl ester), N1CCCC1 (pyrrolidine), C1(=CC=C(C=C1)S(=O)(=O)O)C (p-toluenesulfonic acid), 3A. Procedure: A solution of the product from Step A of Example 21 above (1320 mg, 4.56 mmol), pyrrolidine (972 mg, 13 mmol) and p-toluenesulfonic acid (33 mg) in benzene (30 ml) was refluxed through 3A molecular sieves for about 17 h. The reaction mixture was cooled to room temperature and concentrated in vacuo. The residue was dissolved in benzene (10 ml) and cooled to about 0° C. Methyl bromoacetate (1530 mg, 10 mmol) was added dropwise. The reaction mixture was slowly allowed to warm to room temperature an... RXN SMILES: [C:1]([O:5][C:6]([N:8]1[CH2:13][CH2:12][C:11](=[O:14])[CH:10]([CH2:15][C:16]2[CH:21]=[CH:20][CH:19]=[CH:18][CH:17]=2)[CH2:9]1)=[O:7])([CH3:4])([CH3:3])[CH3:2].N1CCCC1.C1(C)C=CC(S(O)(=O)=O)=CC=1.Br[CH2:39][C:40]([O:42][CH3:43])=[O:41]>C1C=CC=CC=1.O>[C:1]([O:5][C:6]([N:8]1[CH2:13][CH2:12][C:11](=[O:14])[C:10]([CH2:15][C:16]2[CH:17]=[CH:18][CH:19]=[CH:20][CH:21]=2)([CH2:39][C:40]([O:42][CH3:43])=[O:41])[CH2:9]1)=[O:7])([CH3:4])([CH3:2])[CH3:3]. Solvent: C1=CC=CC=C1 (benzene), O (H2O). Reactants: C1CCOC1, COc1cc(C(=O)C(C)NC(=O)OC(C)(C)C)ccc1SC. Product: COc1cc(C(O)C(C)NC(=O)OC(C)(C)C)ccc1SC. Reaction SMILES: [CH2:23]1[O:24][CH2:25][CH2:26][CH2:27]1.[CH3:1][O:2][c:3]1[cH:4][c:5]([C:11]([CH:12]([CH3:13])[NH:14][C:15]([O:16][C:17]([CH3:18])([CH3:19])[CH3:20])=[O:21])=[O:22])[cH:6][cH:7][c:8]1[S:9][CH3:10]>>[CH3:1][O:2][c:3]1[cH:4][c:5]([CH:11]([CH:12]([CH3:13])[NH:14][C:15]([O:16][C:17]([CH3:18])([CH3:19])[CH3:20])=[O:21])[OH:22])[cH:6][cH:7][c:8]1[S:9][CH3:10]. The reactants are C(C)OP(OCC)(=O)C=C1C2=C(N(CCN1)C)C=C(C=C2)F ((8-fluoro-1-methyl-1,2,3,4-tetrahydrobenzo[e][1,4]diazepin-5-ylidenemethyl)phosphonic acid diethyl ester), [H-].[Na+] (sodium hydride), FC1=C(C=O)C=CC=C1 (2-fluorobenzaldehyde), ClC1=CC=C(C=C1)O (4-chlorophenol), C(O)([O-])=O.[Na+] (sodium hydrogen carbonate). The solvent is CN(C=O)C (dimethylformamide). Conditions: temperature 95 celsius, time 2 hour. Product: Cl.Cl.ClC1=CC=C(OC2=C(C=C\C\3=N/CCN(C4=C3C=CC(=C4)F)C)C=CC=C2)C=C1 ((E)-5-[2-(4-chlorophenoxy)styryl]-8-fluoro-2,3-dihydro-1-methyl-1H-1,4-benzodiazepine dihydrochloride). The yield is 9.8%. RXN SMILES: F[C:2]1[CH:9]=[CH:8][CH:7]=[CH:6][C:3]=1[CH:4]=O.[Cl:10][C:11]1[CH:16]=[CH:15][C:14]([OH:17])=[CH:13][CH:12]=1.C(=O)([O-])O.[Na+].C(OP([CH:31]=[C:32]1[NH:38][CH2:37][CH2:36][N:35]([CH3:39])[C:34]2[CH:40]=[C:41]([F:44])[CH:42]=[CH:43][C:33]1=2)(=O)OCC)C.[H-].[Na+]>CN(C)C=O>[ClH:10].[ClH:10].[Cl:10][C:11]1[CH:16]=[CH:15][C:14]([O:17][C:2]2[CH:9]=[CH:8][CH:7]=[CH:6][C:3]=2[CH:4]=[CH:31][C:32]2=[N:38][CH2:37][CH2:36][N:35]([CH3:39])[C:34]3[CH:40]=[C:41]([F:44])[CH:42]=[CH:43][C:33]2=3)=[CH:13][CH:12]=1 |f:2.3,5.6,8.9.10|. Reported procedure: To a mixture of 56 mg (0.45 mmol) of 2-fluorobenzaldehyde and 64 mg (50 mmol) of 4-chlorophenol in 2.5 ml of dimethylformamide was added 75 mg (0.54 mmol) of sodium hydrogen carbonate. The mixture was heated at 95° C. for 18 hours. To the mixture at ambient temperature was added 118 mg (0.36 mmol) of (8-fluoro-1-methyl-1,2,3,4-tetrahydrobenzo[e][1,4]diazepin-5-ylidenemethyl)phosphonic acid diethyl ester followed by 25 mg (0.63 mmol) of sodium hydride (60% dispersion in mineral oil). The mixture ... Product: N1=CC=CC2=C(C=CC=C12)N1N=CC=C1C1=NN(C=CC1=O)C1=CC(=CC=C1)OC(F)(F)F (3-(2-Quinolin-5-yl-2H-pyrazol-3-yl)-1-(3-trifluoromethoxy-phenyl)-1H-pyridazin-4-one). Procedure details: The product was obtained starting from 3-((E)-3-Dimethylamino-acryloyl)-1-(3-trifluoromethoxy-phenyl)-1H-pyridazin-4-one (A-6) and quinolin-5-yl-hydrazine according to the method described for example 91. MS: M=450.1 (M+H)+ Reactants: CN(/C=C/C(=O)C1=NN(C=CC1=O)C1=CC(=CC=C1)OC(F)(F)F)C (3-((E)-3-Dimethylamino-acryloyl)-1-(3-trifluoromethoxy-phenyl)-1H-pyridazin-4-one), N1=CC=CC2=C(C=CC=C12)NN (quinolin-5-yl-hydrazine). As a reaction SMILES: C[N:2](C)/[CH:3]=[CH:4]/[C:5]([C:7]1[C:12](=[O:13])[CH:11]=[CH:10][N:9]([C:14]2[CH:19]=[CH:18][CH:17]=[C:16]([O:20][C:21]([F:24])([F:23])[F:22])[CH:15]=2)[N:8]=1)=O.[N:26]1[C:35]2[C:30](=[C:31]([NH:36]N)[CH:32]=[CH:33][CH:34]=2)[CH:29]=[CH:28][CH:27]=1>>[N:26]1[C:35]2[C:30](=[C:31]([N:36]3[C:5]([C:7]4[C:12](=[O:13])[CH:11]=[CH:10][N:9]([C:14]5[CH:19]=[CH:18][CH:17]=[C:16]([O:20][C:21]([F:24])([F:23])[F:22])[CH:15]=5)[N:8]=4)=[CH:4][CH:3]=[N:2]3)[CH:32]=[CH:33][CH:34]=2)[CH:29]=[CH:28][CH:27]=1. Starting materials: C(C1=CC=CC=C1)N (benzylamine), C1(=CC=C(C=C1)S(=O)(=O)Cl)C (p-toluenesulphonyl chloride), O (water). Solvent: N1=CC=CC=C1 (pyridine). Run at time 1 hour. Yields the product C(C1=CC=CC=C1)NS(=O)(=O)C1=CC=C(C=C1)C (N-Benzyl-p-toluene sulphonamide). The yield is 899.7%. RXN SMILES: [CH2:1]([NH2:8])[C:2]1[CH:7]=[CH:6][CH:5]=[CH:4][CH:3]=1.[C:9]1([CH3:19])[CH:14]=[CH:13][C:12]([S:15](Cl)(=[O:17])=[O:16])=[CH:11][CH:10]=1.O>N1C=CC=CC=1>[CH2:1]([NH:8][S:15]([C:12]1[CH:13]=[CH:14][C:9]([CH3:19])=[CH:10][CH:11]=1)(=[O:17])=[O:16])[C:2]1[CH:7]=[CH:6][CH:5]=[CH:4][CH:3]=1. Procedure: To a solution of benzylamine (5 g, 4.67 mmol) in pyridine (25 ml) was added (cautiously) p-toluenesulphonyl chloride (10 g, 5.25 mmol). The deep red coloured solution was stirred at room temperature for 1 hour before being poured into water (80-100 ml). The oily precipitate which solidified on scratching was filtered and recrystallised from ethanol to give the title compound (10.98 g, 90% yield, m.p. 115°-116° C., (Lit.1 114° C.)). δH (CDCl3): 7.80(2H,m); 7.25(7H,m); 4.95(1H,t); 4.05(2H,d); 2.35... RXN SMILES: [OH-].[Na+].[Br:3][C:4]1[C:12]2[C:7](=[CH:8][CH:9]=[CH:10][CH:11]=2)[NH:6][C:5]=1[C:13]([O:15][CH2:16][CH3:17])=[O:14].[Cl:18][C:19]1[CH:20]=[C:21]([CH:24]=[CH:25][C:26]=1[Cl:27])[CH2:22]Br>S([O-])(O)(=O)=O.C([N+](CCCC)(CCCC)CCCC)CCC.ClCCl>[Br:3][C:4]1[C:12]2[C:7](=[CH:8][CH:9]=[CH:10][CH:11]=2)[N:6]([CH2:22][C:21]2[CH:24]=[CH:25][C:26]([Cl:27])=[C:19]([Cl:18])[CH:20]=2)[C:5]=1[C:13]([O:15][CH2:16][CH3:17])=[O:14] |f:0.1,4.5|. Run at time 3 hour. Starting materials: [OH-].[Na+] (sodium hydroxide), BrC1=C(NC2=CC=CC=C12)C(=O)OCC (ethyl 3-bromoindole-2-carboxylate), ClC=1C=C(CBr)C=CC1Cl (3,4-dichlorobenzyl bromide). Procedure details: Powdered sodium hydroxide (0.5 g) was added in a single portion to a vigorously stirred solution of ethyl 3-bromoindole-2-carboxylate (0.3 g), 3,4-dichlorobenzyl bromide (0.32 g) and tetra-n-butylammonium hydrogensulphate (50 mg) in dichloromethane. The reaction was stirred for 3 hours then partitioned between 2M HCl and ethyl acetate. Combined organic extracts were dried (MgSO4) and concentrated in vacuo and the residue purified by column chromatography using isohexane-5% ethyl acetate as eluen... The solvent is ClCCl (dichloromethane). Reagents/catalysts: S(=O)(=O)(O)[O-].C(CCC)[N+](CCCC)(CCCC)CCCC (tetra-n-butylammonium hydrogensulphate). The product is BrC1=C(N(C2=CC=CC=C12)CC1=CC(=C(C=C1)Cl)Cl)C(=O)OCC (Ethyl 3-bromo-N-(3,4-dichlorobenzyl)indole-2-carboxylate). Yield: 73.2%. Reported procedure: Into a 50-mL round-bottom flask, was placed a solution of methyl 2-(benzofuran-2-yl)-3-(isopropyl(methyl)amino)quinoxaline-6-carboxylate (160 mg, 0.43 mmol, 1.00 equiv) in methanol (20 mL), sodium hydroxide (85 mg, 2.12 mmol, 4.99 equiv), water (2 mL). The resulting solution was stirred for 2 hs at 50° C. in an oil bath. The resulting mixture was concentrated under vacuum. The resulting solution was diluted with 20 mL of H2O. The pH value of the aqueous solution was adjusted to 4-5 with hydrogen... Yields the product O1C(=CC2=C1C=CC=C2)C2=NC1=CC=C(C=C1N=C2N(C)C(C)C)C(=O)O (2-(Benzofuran-2-yl)-3-(isopropyl(methyl)amino)quinoxaline-6-carboxylic acid). Conditions: temperature 50 celsius, time 8 minute. RXN SMILES: [O:1]1[C:5]2[CH:6]=[CH:7][CH:8]=[CH:9][C:4]=2[CH:3]=[C:2]1[C:10]1[C:19]([N:20]([CH:22]([CH3:24])[CH3:23])[CH3:21])=[N:18][C:17]2[C:12](=[CH:13][CH:14]=[C:15]([C:25]([O:27]C)=[O:26])[CH:16]=2)[N:11]=1.[OH-].[Na+].O>CO>[O:1]1[C:5]2[CH:6]=[CH:7][CH:8]=[CH:9][C:4]=2[CH:3]=[C:2]1[C:10]1[C:19]([N:20]([CH:22]([CH3:24])[CH3:23])[CH3:21])=[N:18][C:17]2[C:12](=[CH:13][CH:14]=[C:15]([C:25]([OH:27])=[O:26])[CH:16]=2)[N:11]=1 |f:1.2|. Starting materials: O1C(=CC2=C1C=CC=C2)C2=NC1=CC=C(C=C1N=C2N(C)C(C)C)C(=O)OC (methyl 2-(benzofuran-2-yl)-3-(isopropyl(methyl)amino)quinoxaline-6-carboxylate), [OH-].[Na+] (sodium hydroxide), O (water). Solvent: CO (methanol).